Dataset: the Open Reaction Database (ORD), a public repository of structured organic reaction records. Task: describe an organic reaction: reactants, conditions, products, and yield Solvent: CN(C=O)C (N,N-dimethylformamide), O (H2O), O (water), C(C)N(CC)CC (triethylamine). Yields the product NC=1C=C(C=CC1OC)/C=C(/C#N)\C1=CC(=C(C(=C1)OC)OC)OC.C(=O)(OC(C)(C)C)NCC(=O)N ((E)-3-(3-Amino-4-methoxyphenyl)-2-(3,4,5-trimethoxyphenyl)-prop-2-enenitrile Boc-glycineamide). The reactants are N(CC(=O)O)C(=O)OC(C)(C)C (Boc-Gly), Cl.NC=1C=C(C=CC1OC)/C=C(/C#N)\C1=CC(=C(C(=C1)OC)OC)OC ((E)-3-(3-amino-4-methoxyphenyl)-2-(3,4,5-trimethoxyphenyl)-prop-2-enenitrile hydrochloride), C=1C=CC2=C(C1)N=NN2O (HOBt). The yield is 91.9%. Procedure: Seven-hundred milligrams (1.86 mmols) of (E)-3-(3-amino-4-methoxyphenyl)-2-(3,4,5-trimethoxyphenyl)-prop-2-enenitrile hydrochloride, 478 mg of WSCI, 375 mg of HOBt.H2O and 486 mg of Boc-Gly were dissolved in 100 ml of N,N-dimethylformamide, and 0.35 ml of triethylamine were added thereto. The mixture was reacted at 50° C. for 3.5 hours. Seven-hundred milliliters of water were added thereto, and the resulting mixture was extracted with ethyl acetate. Subsequently, the ethyl acetate layer was wash... RXN SMILES: Cl.[NH2:2][C:3]1[CH:4]=[C:5](/[CH:11]=[C:12](\[C:15]2[CH:20]=[C:19]([O:21][CH3:22])[C:18]([O:23][CH3:24])=[C:17]([O:25][CH3:26])[CH:16]=2)/[C:13]#[N:14])[CH:6]=[CH:7][C:8]=1[O:9][CH3:10].C1C=CC2N(O)N=[N:33]C=2C=1.[NH:37]([C:42]([O:44][C:45]([CH3:48])([CH3:47])[CH3:46])=[O:43])[CH2:38][C:39](O)=[O:40]>CN(C)C=O.O.C(N(CC)CC)C>[NH2:2][C:3]1[CH:4]=[C:5](/[CH:11]=[C:12](\[C:15]2[CH:16]=[C:17]([O:25][CH3:26])[C:18]([O:23][CH3:24])=[C:19]([O:21][CH3:22])[CH:20]=2)/[C:13]#[N:14])[CH:6]=[CH:7][C:8]=1[O:9][CH3:10].[C:42]([NH:37][CH2:38][C:39]([NH2:33])=[O:40])([O:44][C:45]([CH3:48])([CH3:47])[CH3:46])=[O:43] |f:0.1,7.8|. Starting materials: O (water), ON1C(CCC1=O)=O (N-hydroxysuccinimide), C(CCCCCC)OC=1C=C2C=CC(=CC2=CC1)C(=O)O (6-heptyloxy-2-naphthoic acid), Cl.C(C)N=C=NCCCN(C)C (1-ethyl-3-(3-dimethylaminopropyl)carbodiimide hydrochloride). Run in C(Cl)Cl (methylene chloride). Conditions: time 3 hour. Product: C(CCCCCC)OC=1C=C2C=CC(=CC2=CC1)C(=O)ON1C(CCC1=O)=O (succinimido 6-heptyloxy-2-naphthoate). Isolated yield 79.5%. As a reaction SMILES: [OH:1][N:2]1[C:6](=[O:7])[CH2:5][CH2:4][C:3]1=[O:8].[CH2:9]([O:16][C:17]1[CH:18]=[C:19]2[C:24](=[CH:25][CH:26]=1)[CH:23]=[C:22]([C:27](O)=[O:28])[CH:21]=[CH:20]2)[CH2:10][CH2:11][CH2:12][CH2:13][CH2:14][CH3:15].Cl.C(N=C=NCCCN(C)C)C.O>C(Cl)Cl>[CH2:9]([O:16][C:17]1[CH:18]=[C:19]2[C:24](=[CH:25][CH:26]=1)[CH:23]=[C:22]([C:27]([O:1][N:2]1[C:6](=[O:7])[CH2:5][CH2:4][C:3]1=[O:8])=[O:28])[CH:21]=[CH:20]2)[CH2:10][CH2:11][CH2:12][CH2:13][CH2:14][CH3:15] |f:2.3|. Procedure: To a susupension of N-hydroxysuccinimide (0.56 g) and 6-heptyloxy-2-naphthoic acid (1.39 g) in methylene chloride (42 ml) was added 1-ethyl-3-(3-dimethylaminopropyl)carbodiimide hydrochloride (1.21 g) and stirred for 3 hours at room temparature. The reaction mixture was added to water (100 ml). The organic layer was separated and dried over magnesium sulfate. Magnesium sulfate was filtered off, and the filtrate was evaporated under reduced pressure to give succinimido 6-heptyloxy-2-naphthoate (1... Reactants: OC1=C(C=CC=C1)NC=1OCC(C1C(=O)OCC)=O (ethyl 2-[(2-hydroxyphenyl)amino]-4-oxo-4,5-dihydrofuran-3-carboxylate), N1C=C(C2=CC=CN=C12)C=O (7-azaindole-3-carboxaldehyde), N1CCCCC1 (piperidine). Run in C(C)O (ethanol). Yields the product N1C=C(C=2C1=NC=CC2)C=C2C(C(=C(O2)NC2=C(C=CC=C2)O)C(=O)OCC)=O (Ethyl 5-[(1H-pyrrolo[2,3-b]pyridin-3-yl)methylene]-2-[(2-hydroxyphenyl)amino]-4-oxo-4,5-dihydrofuran-3-carboxylate). The yield is 12.8%. As a reaction SMILES: [OH:1][C:2]1[CH:7]=[CH:6][CH:5]=[CH:4][C:3]=1[NH:8][C:9]1[O:10][CH2:11][C:12](=[O:19])[C:13]=1[C:14]([O:16][CH2:17][CH3:18])=[O:15].[NH:20]1[C:28]2[C:23](=[CH:24][CH:25]=[CH:26][N:27]=2)[C:22]([CH:29]=O)=[CH:21]1.N1CCCCC1>C(O)C>[NH:20]1[C:28]2=[N:27][CH:26]=[CH:25][CH:24]=[C:23]2[C:22]([CH:29]=[C:11]2[O:10][C:9]([NH:8][C:3]3[CH:4]=[CH:5][CH:6]=[CH:7][C:2]=3[OH:1])=[C:13]([C:14]([O:16][CH2:17][CH3:18])=[O:15])[C:12]2=[O:19])=[CH:21]1. Procedure details: To a solution of ethyl 2-[(2-hydroxyphenyl)amino]-4-oxo-4,5-dihydrofuran-3-carboxylate (0.050 g, 0.19 mmol) which similarly prepared according to the procedure described in the Example 4 and 7-azaindole-3-carboxaldehyde (0.023 g, 0.16 mmol) in ethanol (1.0 mL), piperidine (0.0010 mL, 0.010 mmol) was added at ambient temperature. The mixture was refluxed for 2 days. The precipitate was collected by filtration, washed with hot ethanol. The solid was washed hexane then dried to afford the titled co...